This data is from the Open Reaction Database (ORD), a public repository of structured organic reaction records. The task is: describe an organic reaction: reactants, conditions, products, and yield Reactants: COC(C(=C)CN1CCOCC1)=O (2-morpholin-4-ylmethyl-acrylic acid methyl ester), O(C)CN(C[Si](C)(C)C)CC1=CC=CC=C1 (N-(methoxylmethyl)-N-(trimethylsilylmethyl)-benzylamine), FC(C(=O)O)(F)F (trifluoroacetic acid). The solvent is ClCCl (dichloromethane). Run at time 8 hour. The product is COC(=O)C1(CN(CC1)CC1=CC=CC=C1)CN1CCOCC1 (1-benzyl-3-morpholin-4-ylmethyl-pyrrolidine-3-carboxylic acid methyl ester). Yield: 45.5%. As a reaction SMILES: [CH3:1][O:2][C:3](=[O:13])[C:4]([CH2:6][N:7]1[CH2:12][CH2:11][O:10][CH2:9][CH2:8]1)=[CH2:5].O([CH2:16][N:17]([CH2:23][C:24]1[CH:29]=[CH:28][CH:27]=[CH:26][CH:25]=1)[CH2:18][Si](C)(C)C)C.FC(F)(F)C(O)=O>ClCCl>[CH3:1][O:2][C:3]([C:4]1([CH2:6][N:7]2[CH2:12][CH2:11][O:10][CH2:9][CH2:8]2)[CH2:5][CH2:16][N:17]([CH2:23][C:24]2[CH:25]=[CH:26][CH:27]=[CH:28][CH:29]=2)[CH2:18]1)=[O:13]. Reported procedure: To a stirred cold solution (0° C.) of 2-morpholin-4-ylmethyl-acrylic acid methyl ester (110 mg, 0.594 mmols) and N-(methoxylmethyl)-N-(trimethylsilylmethyl)-benzylamine (182 μl, 0.71 mmols) in dichloromethane (2 ml) was added slowly trifluoroacetic acid (9 μl, 0.12 mmols). The resulting solution was allowed to stir at rt overnight and directly purified by column chromatography eluting with ethyl acetate to provide title compound as clear oil (86 mg, 45%). Starting materials: CCC(CO[Si](c1ccccc1)(c1ccccc1)C(C)(C)C)N1C(=O)C(C)(C2CC2C(=O)O)CC(c2cccc(Cl)c2)C1c1ccc(Cl)cc1, CCCC[N+](CCCC)(CCCC)CCCC, C1CCOC1, [F-]. Product: CCC(CO)N1C(=O)C(C)(C2CC2C(=O)O)CC(c2cccc(Cl)c2)C1c1ccc(Cl)cc1. Reaction SMILES: [C:1]([Si:2]([c:3]1[cH:4][cH:5][cH:39][cH:40][cH:41]1)([O:6][CH2:7][CH:8]([CH2:9][CH3:10])[N:11]1[C:12](=[O:38])[C:13]([CH3:31])([CH:32]2[CH:33]([C:35](=[O:36])[OH:37])[CH2:34]2)[CH2:14][CH:15]([c:24]2[cH:25][c:26]([Cl:30])[cH:27][cH:28][cH:29]2)[CH:16]1[c:17]1[cH:18][cH:19][c:20]([Cl:23])[cH:21][cH:22]1)[c:42]1[cH:43][cH:44][cH:45][cH:46][cH:47]1)([CH3:48])([CH3:49])[CH3:50].[CH2:52]([N+:53]([CH2:54][CH2:55][CH2:56][CH3:57])([CH2:58][CH2:59][CH2:60][CH3:61])[CH2:62][CH2:63][CH2:64][CH3:65])[CH2:66][CH2:67][CH3:68].[CH2:69]1[O:70][CH2:71][CH2:72][CH2:73]1.[F-:51]>>[OH:6][CH2:7][CH:8]([CH2:9][CH3:10])[N:11]1[C:12](=[O:38])[C:13]([CH3:31])([CH:32]2[CH:33]([C:35](=[O:36])[OH:37])[CH2:34]2)[CH2:14][CH:15]([c:24]2[cH:25][c:26]([Cl:30])[cH:27][cH:28][cH:29]2)[CH:16]1[c:17]1[cH:18][cH:19][c:20]([Cl:23])[cH:21][cH:22]1. Reactants: O (water), C([O-])([O-])=O.[K+].[K+] (Potassium carbonate), BrC(CC)OC(Br)CC (bromo-ethyl-methylether), ClC1=NC2=CC=CC(=C2C=C1)O (2-Chloro-5-hydroxy-quinoline). The solvent is CC(=O)C (aceton), CCCCCCC.C(C)(=O)OCC (heptane ethyl acetate). Reaction conditions: temperature 50 celsius, time 18 hour. The product is ClC1=NC2=CC=CC(=C2C=C1)OCCOC (2-chloro-5-(2-methoxy-ethoxy)-quinoline). The yield is 30.2%. As a reaction SMILES: [Cl:1][C:2]1[CH:11]=[CH:10][C:9]2[C:4](=[CH:5][CH:6]=[CH:7][C:8]=2[OH:12])[N:3]=1.C(=O)([O-])[O-].[K+].[K+].Br[CH:20]([O:23][CH:24](CC)Br)[CH2:21]C.O>CC(C)=O.CCCCCCC.C(OCC)(=O)C>[Cl:1][C:2]1[CH:11]=[CH:10][C:9]2[C:4](=[CH:5][CH:6]=[CH:7][C:8]=2[O:12][CH2:21][CH2:20][O:23][CH3:24])[N:3]=1 |f:1.2.3,7.8|. Reported procedure: 2-Chloro-5-hydroxy-quinoline (0.30 g, 1.67 mmol) was dissolved in aceton (10 mL). Potassium carbonate (370 mg, 2.7 mmol) and bromo-ethyl-methylether (250 □L, 2.7 mmol) were added. The reaction mixture was stirred for 18 h at 50° C. After addition of water the reaction mixture was extracted with ethyl acetate (3×50 mL) and the combined organic phases were dried on sodium sulfate. After evaporation of the solvent a brown oil was obtained which was subjected to column chromatography (silica gel, he...